This data is from the Open Reaction Database (ORD), a public repository of structured organic reaction records. The task is: describe an organic reaction: reactants, conditions, products, and yield Starting materials: C(C=C)(=O)OCC (ethyl acrylate), FC1=C(N)C=CC(=C1)F (2,4-difluoroaniline), S(O)(O)(=O)=O (sulfuric acid), N(=O)[O-].[Na+] (sodium nitrite), ice water. The reagents and catalysts are C1(=CC=CC=C1)C=CC(C=CC1=CC=CC=C1)=O.C1(=CC=CC=C1)C=CC(C=CC1=CC=CC=C1)=O.[Pd] (palladium bis(1,5-diphenyl-1,4-pentadien-3-one)). The solvent is O (water), C(C)(=O)O (acetic acid). Conditions: time 8 hour. Yields the product FC1=C(C=CC(=C1)F)C=CC(=O)OCC (Ethyl 3-(2,4-difluorophenyl)-2-propenoate). RXN SMILES: [F:1][C:2]1[CH:8]=[C:7]([F:9])[CH:6]=[CH:5][C:3]=1N.S(=O)(=O)(O)O.N([O-])=O.[Na+].[C:19]([O:23][CH2:24][CH3:25])(=[O:22])[CH:20]=[CH2:21]>C(O)(=O)C.O.C1(C=CC(=O)C=CC2C=CC=CC=2)C=CC=CC=1.C1(C=CC(=O)C=CC2C=CC=CC=2)C=CC=CC=1.[Pd]>[F:1][C:2]1[CH:8]=[C:7]([F:9])[CH:6]=[CH:5][C:3]=1[CH:21]=[CH:20][C:19]([O:23][CH2:24][CH3:25])=[O:22] |f:2.3,7.8.9|. Procedure details: 51.6 g (0.40 mol) or 2,4-difluoroaniline are dissolved in 240 ml of glacial acetic acid. 45 ml (0.80 mol) of concentrated sulfuric acid are added slowly with cooling. The white suspension is diazotized at 12°-15° C. using a solution of 28.0 g (0.406 mol) of sodium nitrite in 70 ml of water. 1.2 g (0.0044 mol) of palladium bis(1,5-diphenyl-1,4-pentadien-3-one) (lit.: M. F. Rettig et al., Inorg. Synth. 17 (1977), 134) are added to the resultant yellow solution at 45° C. 40.5 g (0.405 mol) of ethyl... The reactants are C(C1=CC=CC=C1)OC(=O)NCCCC[C@H](NS(=O)(=O)C)C(=O)NC[C@H](CC1(CCCC1)C(=O)N[C@@H](CC1=CC=C(C=C1)O)C(=O)O)C(=O)O ((S,S,S)-N-(1-[3-(N6-benzyloxycarbonyl-N2-mesyllysylamino)-2-carboxypropyl]-1-cyclopentylcarbonyl)tyrosine), C(C)O.O (ethanol water). Reagents/catalysts: [Pd] (palladium-on-carbon). Run in CC(=O)C (acetone). Product: C(=O)(O)[C@@H](CC1(CCCC1)C(=O)N[C@@H](CC1=CC=C(C=C1)O)C(=O)O)CNC([C@@H](NS(=O)(=O)C)CCCCN)=O ((S,S,S)-N-(1-[2-Carboxy-3-(N2-mesyllysylamino)propyl]-1-cyclopentylcarbonyl)tyrosine), solid. As a reaction SMILES: C(OC([NH:11][CH2:12][CH2:13][CH2:14][CH2:15][C@@H:16]([C:22]([NH:24][CH2:25][C@@H:26]([C:48]([OH:50])=[O:49])[CH2:27][C:28]1([C:33]([NH:35][C@H:36]([C:45]([OH:47])=[O:46])[CH2:37][C:38]2[CH:43]=[CH:42][C:41]([OH:44])=[CH:40][CH:39]=2)=[O:34])[CH2:32][CH2:31][CH2:30][CH2:29]1)=[O:23])[NH:17][S:18]([CH3:21])(=[O:20])=[O:19])=O)C1C=CC=CC=1.C(O)C.O>[Pd].CC(C)=O>[C:48]([C@H:26]([CH2:25][NH:24][C:22](=[O:23])[C@H:16]([CH2:15][CH2:14][CH2:13][CH2:12][NH2:11])[NH:17][S:18]([CH3:21])(=[O:20])=[O:19])[CH2:27][C:28]1([C:33]([NH:35][C@H:36]([C:45]([OH:47])=[O:46])[CH2:37][C:38]2[CH:43]=[CH:42][C:41]([OH:44])=[CH:40][CH:39]=2)=[O:34])[CH2:32][CH2:31][CH2:30][CH2:29]1)([OH:50])=[O:49] |f:1.2|. Reported procedure: A solution of (S,S,S)-N-(1-[3-(N6-benzyloxycarbonyl-N2-mesyllysylamino)-2-carboxypropyl]-1-cyclopentylcarbonyl)tyrosine (see Preparation 9) (371 g) in a 9:1 ethanol/water mixture (2.225 l) was hydrogenated at 414 kPa (60 psi) and room temperature over a 10% palladium-on-carbon catalyst (37.0 g) for 4 hours. The catalyst was filtered off and the filtrate evaporated to leave the crude product as a foam. This material was stirred with acetone (3.13 l) for 24 hours to give the title compound as a wh... Product: COc1cc(N2CCN(CCS(C)(=O)=O)C(C(C)C)C2)ccc1Nc1nccc(-c2c(-c3ccc(OC)c(C(=O)Nc4c(F)cccc4F)c3)nc3ccccn23)n1. RXN SMILES: [CH3:36][CH:37]([CH3:38])[CH:39]1[CH2:40][N:41]([c:51]2[cH:52][c:53]([O:58][CH3:59])[c:54]([NH2:55])[cH:56][cH:57]2)[CH2:42][CH2:43][N:44]1[CH2:45][CH2:46][S:47](=[O:48])(=[O:49])[CH3:50].[CH3:68][OH:69].[Cl:1][c:2]1[n:3][cH:4][cH:5][c:6](-[c:8]2[c:9](-[c:17]3[cH:18][cH:19][c:20]([O:34][CH3:35])[c:21]([C:22](=[O:23])[NH:24][c:25]4[c:26]([F:32])[cH:27][cH:28][cH:29][c:30]4[F:31])[cH:33]3)[n:10][c:11]3[n:12]2[cH:13][cH:14][cH:15][cH:16]3)[n:7]1.[ClH:60].[F:62][CH2:63][C:64]([F:65])([F:66])[OH:67].[NH3:61]>>[c:2]1([NH:55][c:54]2[c:53]([O:58][CH3:59])[cH:52][c:51]([N:41]3[CH2:40][CH:39]([CH:37]([CH3:36])[CH3:38])[N:44]([CH2:45][CH2:46][S:47](=[O:48])(=[O:49])[CH3:50])[CH2:43][CH2:42]3)[cH:57][cH:56]2)[n:3][cH:4][cH:5][c:6](-[c:8]2[c:9](-[c:17]3[cH:18][cH:19][c:20]([O:34][CH3:35])[c:21]([C:22](=[O:23])[NH:24][c:25]4[c:26]([F:32])[cH:27][cH:28][cH:29][c:30]4[F:31])[cH:33]3)[n:10][c:11]3[n:12]2[cH:13][cH:14][cH:15][cH:16]3)[n:7]1. Starting materials: COc1cc(N2CCN(CCS(C)(=O)=O)C(C(C)C)C2)ccc1N, CO, COc1ccc(-c2nc3ccccn3c2-c2ccnc(Cl)n2)cc1C(=O)Nc1c(F)cccc1F, Cl, OC(F)(F)CF, N. Reactants: C1(CCCCC1)OCC1=C(N=C2N1C=CC(=C2)C(=O)NC=2SC=CN2)C(C)C (3-Cyclohexyloxymethyl-2-isopropyl-N-(thiazol-2-yl)imidazo[1,2-a]pyridine-7-carboxamide), 3-cyclohexyloxymethyl-2-isopropyl[1,2-a]pyridine-7-carboxylic acid, NC=1SCCN1 (2-amino-4,5-dihydrothiazole). Yields the product C1(CCCCC1)OCC1=C(N=C2N1C=CC(=C2)C(=O)NC=2SCCN2)C(C)C (3-Cyclohexyloxymethyl-N-(4,5-dihydrothiazol-2-yl)-2-isopropylimidazo[1,2-a]pyridine-7-carboxamide). Reaction SMILES: [CH:1]1([O:7][CH2:8][C:9]2[N:13]3[CH:14]=[CH:15][C:16]([C:18]([NH:20][C:21]4[S:22][CH:23]=[CH:24][N:25]=4)=[O:19])=[CH:17][C:12]3=[N:11][C:10]=2[CH:26]([CH3:28])[CH3:27])[CH2:6][CH2:5][CH2:4][CH2:3][CH2:2]1.NC1SCCN=1>>[CH:1]1([O:7][CH2:8][C:9]2[N:13]3[CH:14]=[CH:15][C:16]([C:18]([NH:20][C:21]4[S:22][CH2:23][CH2:24][N:25]=4)=[O:19])=[CH:17][C:12]3=[N:11][C:10]=2[CH:26]([CH3:28])[CH3:27])[CH2:2][CH2:3][CH2:4][CH2:5][CH2:6]1. Procedure: Compound 25 (8.9 mg, yield 14%) was obtained in the same manner as in step 4 of Example 21, using 3-cyclohexyloxymethyl-2-isopropyl[1,2-a]pyridine-7-carboxylic acid obtained in step 3 of Example 21, and 2-amino-4,5-dihydrothiazole. The reactants are O=C([O-])[O-], CCCCCCCCCCCCCCCCCCCCCCBr, CC(C)=O, [I-], [K+], [K+], [Na+], CCOC(=O)c1ccc(O)cc1. Product: CCCCCCCCCCCCCCCCCCCCCCOc1ccc(C(=O)OCC)cc1. Reaction SMILES: [C:24](=[O:25])([O-:26])[O-:27].[CH2:1]([CH2:2][CH2:3][CH2:4][CH2:5][CH2:6][CH2:7][CH2:8][CH2:9][CH2:10][CH2:11][CH2:12][CH2:13][CH2:14][CH2:15][CH2:16][CH2:17][CH2:18][CH2:19][CH2:20][CH2:21][CH3:22])[Br:23].[CH3:44][C:45](=[O:46])[CH3:47].[I-:31].[K+:28].[K+:29].[Na+:30].[OH:32][c:33]1[cH:34][cH:35][c:36]([C:37](=[O:38])[O:39][CH2:40][CH3:41])[cH:42][cH:43]1>>[CH2:1]([CH2:2][CH2:3][CH2:4][CH2:5][CH2:6][CH2:7][CH2:8][CH2:9][CH2:10][CH2:11][CH2:12][CH2:13][CH2:14][CH2:15][CH2:16][CH2:17][CH2:18][CH2:19][CH2:20][CH2:21][CH3:22])[O:32][c:33]1[cH:34][cH:35][c:36]([C:37](=[O:38])[O:39][CH2:40][CH3:41])[cH:42][cH:43]1.